From a dataset of the Open Reaction Database (ORD), a public repository of structured organic reaction records. describe an organic reaction: reactants, conditions, products, and yield Reactants: O=C([O-])[O-], CC#N, CCOC(C)=O, O=[N+]([O-])c1ccc(Cl)nc1Cl, [K+], [K+], NCC1OCCO1, O. The product is O=[N+]([O-])c1ccc(Cl)nc1NCC1OCCO1. As a reaction SMILES: [C:12](=[O:13])([O-:14])[O-:15].[CH3:26][C:27]#[N:28].[CH3:29][CH2:30][O:31][C:32](=[O:33])[CH3:34].[Cl:1][c:2]1[n:3][c:4]([Cl:11])[cH:5][cH:6][c:7]1[N+:8](=[O:9])[O-:10].[K+:16].[K+:17].[NH2:18][CH2:19][CH:20]1[O:21][CH2:22][CH2:23][O:24]1.[OH2:25]>>[c:2]1([NH:18][CH2:19][CH:20]2[O:21][CH2:22][CH2:23][O:24]2)[n:3][c:4]([Cl:11])[cH:5][cH:6][c:7]1[N+:8](=[O:9])[O-:10]. Reactants: BrN1C(CCC1=O)=O (N-bromosuccinimide), C(C)(C)(C)OC(=O)N(C1=CC(=C(C=C1)C)Cl)C (N-(tert-Butoxycarbonyl)-3-chloro-N,4-dimethylaniline), CCCCCC (hexane). The reagents and catalysts are N(=NC(C#N)(CC(C)(OC)C)C)C(C#N)(CC(C)(C)OC)C (2,2′-azobis(4-methoxy-2,4-dimethylvaleronitrile)). Run in C(Cl)(Cl)(Cl)Cl (carbon tetrachloride). Run at temperature 75 celsius, time 1 hour. The product is BrCC1=C(C=C(N(C)C(=O)OC(C)(C)C)C=C1)Cl (4-bromomethyl-N-(tert-butoxycarbonyl)-N-methyl-3-chloroaniline). Yield: 92.3%. RXN SMILES: [C:1]([O:5][C:6]([N:8]([CH3:17])[C:9]1[CH:14]=[CH:13][C:12]([CH3:15])=[C:11]([Cl:16])[CH:10]=1)=[O:7])([CH3:4])([CH3:3])[CH3:2].[Br:18]N1C(=O)CCC1=O.CCCCCC>C(Cl)(Cl)(Cl)Cl.N(C(C)(CC(OC)(C)C)C#N)=NC(C)(CC(C)(OC)C)C#N>[Br:18][CH2:15][C:12]1[CH:13]=[CH:14][C:9]([N:8]([C:6]([O:5][C:1]([CH3:4])([CH3:3])[CH3:2])=[O:7])[CH3:17])=[CH:10][C:11]=1[Cl:16]. Procedure details: N-(tert-Butoxycarbonyl)-3-chloro-N,4-dimethylaniline (62.6 g) was dissolved in carbon tetrachloride (310 ml), and N-bromosuccinimide (52.3 g) and 2,2′-azobis(4-methoxy-2,4-dimethylvaleronitrile) (3.77 g) were added. The mixture was stirred at 55° C. for 2 hr and 75° C. for 1 hr, and hexane (500 ml) was added. The mixture was stirred under ice-cooling for 1 hr. The reaction mixture was filtrated, and the filtrate was concentrated under reduced pressure. The residue was diluted with ethyl acetate ... Reactants: ClC=1C(=C(C=C(C=O)C1)OC)O (5-chlorovanillin), C(#N)CC(=O)NC1=CC=CC=C1 (cyanoacetanilide). Reagents/catalysts: N1CCCCC1 (piperidine). Run in C(C)O (ethanol). The product is C(#N)C(C(=O)NC1=CC=CC=C1)=CC1=CC(=C(C(=C1)OC)O)Cl (2-cyano-3-(3-chloro-4-hydroxy-5-methoxyphenyl) propenanilide). Yield: 74.1%. RXN SMILES: [Cl:1][C:2]1[C:3]([OH:12])=[C:4]([O:10][CH3:11])[CH:5]=[C:6]([CH:9]=1)[CH:7]=O.[C:13]([CH2:15][C:16]([NH:18][C:19]1[CH:24]=[CH:23][CH:22]=[CH:21][CH:20]=1)=[O:17])#[N:14]>C(O)C.N1CCCCC1>[C:13]([C:15](=[CH:7][C:6]1[CH:5]=[C:4]([O:10][CH3:11])[C:3]([OH:12])=[C:2]([Cl:1])[CH:9]=1)[C:16]([NH:18][C:19]1[CH:24]=[CH:23][CH:22]=[CH:21][CH:20]=1)=[O:17])#[N:14]. Procedure details: To a solution of 5-chlorovanillin (728 mg, 3.9 mmol) and cyanoacetanilide (625 mg, 3.9 mmol) in ethanol (20 ml) were added 3 drops of piperidine, and the resulting mixture was refluxed for 2 hours. After cooling to room temperature, the resulting solid was filtered and washed with ethanol: water (1: 1) to give the objective 2-cyano-3-(3-chloro-4-hydroxy-5-methoxyphenyl) propenanilide (950 mg, 74% in yield). Starting materials: NC1=CC=CC(=N1)Br (6-amino-2-bromopyridine), C([O-])([O-])=O.[Na+].[Na+] (sodium carbonate), O (water), ClC1=C(C(=O)NC2=CC(=NN2C2=CC=CC=C2)C(=O)OCC)C=C(C=C1)B1OC(C(O1)(C)C)(C)C (ethyl 5-(2-chloro-5-(4,4,5,5-tetramethyl-1,3,2-dioxaborolan-2-yl)benzamido)-1-phenyl-1H-pyrazole-3-carboxylate). Run in O1CCOCC1 (dioxane). Run at temperature 100 celsius. Product: NC1=CC=CC(=N1)C=1C=CC(=C(C(=O)NC2=CC(=NN2C2=CC=CC=C2)C(=O)OCC)C1)Cl (Ethyl 5-(5-(6-aminopyridin-2-yl)-2-chlorobenzamido)-1-phenyl-1H-pyrazole-3-carboxylate). Isolated yield 51.0%. RXN SMILES: [NH2:1][C:2]1[N:7]=[C:6](Br)[CH:5]=[CH:4][CH:3]=1.C(=O)([O-])[O-].[Na+].[Na+].O.[Cl:16][C:17]1[CH:41]=[CH:40][C:39](B2OC(C)(C)C(C)(C)O2)=[CH:38][C:18]=1[C:19]([NH:21][C:22]1[N:26]([C:27]2[CH:32]=[CH:31][CH:30]=[CH:29][CH:28]=2)[N:25]=[C:24]([C:33]([O:35][CH2:36][CH3:37])=[O:34])[CH:23]=1)=[O:20]>O1CCOCC1>[NH2:1][C:2]1[N:7]=[C:6]([C:39]2[CH:40]=[CH:41][C:17]([Cl:16])=[C:18]([CH:38]=2)[C:19]([NH:21][C:22]2[N:26]([C:27]3[CH:32]=[CH:31][CH:30]=[CH:29][CH:28]=3)[N:25]=[C:24]([C:33]([O:35][CH2:36][CH3:37])=[O:34])[CH:23]=2)=[O:20])[CH:5]=[CH:4][CH:3]=1 |f:1.2.3|. Procedure details: 6-amino-2-bromopyridine (835.5 mg, 4.83 mmol), sodium carbonate (1.39 g, 13.2 mmol) and water (0.5 mL) were added to the solution of ethyl 5-(2-chloro-5-(4,4,5,5-tetramethyl-1,3,2-dioxaborolan-2-yl)benzamido)-1-phenyl-1H-pyrazole-3-carboxylate in dioxane obtained in Preparation 5. The reaction was degassed with nitrogen for 30 minutes before the addition of Pd(dppf)Cl2 with further degassing for 10 minutes. The reaction was heated to 100° C. for 16 hours. The reaction was cooled and eluted throu... Starting materials: FC(OC1=C(C=C(C=C1)N1CCN(CC1)C)NC(C)=O)(F)F (N-[2-trifluoromethoxy-5-(4-methyl-piperazin-1-yl)-phenyl]-acetamide), Cl (HCl). Solvent: CCO (EtOH). The product is Cl.Cl.Cl.FC(OC1=C(C=C(C=C1)N1CCN(CC1)C)N)(F)F (2-trifluoromethoxy-5-(4-methyl-piperazin-1-yl)-phenylamine trihydrochloride salt). RXN SMILES: [F:1][C:2]([F:22])([F:21])[O:3][C:4]1[CH:9]=[CH:8][C:7]([N:10]2[CH2:15][CH2:14][N:13]([CH3:16])[CH2:12][CH2:11]2)=[CH:6][C:5]=1[NH:17]C(=O)C.[ClH:23]>CCO>[ClH:23].[ClH:23].[ClH:23].[F:22][C:2]([F:1])([F:21])[O:3][C:4]1[CH:9]=[CH:8][C:7]([N:10]2[CH2:15][CH2:14][N:13]([CH3:16])[CH2:12][CH2:11]2)=[CH:6][C:5]=1[NH2:17] |f:3.4.5.6|. Procedure: A solution of N-[2-trifluoromethoxy-5-(4-methyl-piperazin-1-yl)-phenyl]-acetamide (4.75 g, 15 mmol) in EtOH (100 mL) was treated with HCl 37% (35 mL). After 1 h under reflux the mixture was concentrated and tritured with hexane to give in quantitative yield, 5.74 g of 2-trifluoromethoxy-5-(4-methyl-piperazin-1-yl)-phenylamine trihydrochloride salt.